This data is from the Open Reaction Database (ORD), a public repository of structured organic reaction records. The task is: describe an organic reaction: reactants, conditions, products, and yield Starting materials: C(C1=CC=CC=C1)OC(=O)NC/C=C/B(O)O ((E)-(3-(((benzyloxy)carbonyl)amino)prop-1-en-1-yl)boronic acid), OC(C)(C)C(C)(C)O (pinacol), S(=O)(=O)([O-])[O-].[Mg+2] (magnesium sulfate). Solvent: CCOCC (ether). Procedure: A mixture of (E)-(3-(((benzyloxy)carbonyl)amino)prop-1-en-1-yl)boronic acid (2.38 g, 10.14 mmol), pinacol (1.418 g, 12 mmol), and magnesium sulfate (2 g, 16.62 mmol) in ether (25 mL) was stirred for 2 days. The mixture was filtered and concentrated. The crude material was purified by silica gel chromatography using 0-30% EtOAc/hexane as the eluent to give (E)-benzyl (3-(4,4,5,5-tetramethyl-1,3,2-dioxaborolan-2-yl)allyl)carbamate as a clear oil (1.6 g, 50%). LCMS: Rt=3.66 min, 77%, (M+H)+=318, (M... Conditions: time 2 day. The yield is 49.7%. Yields the product CC1(OB(OC1(C)C)/C=C/CNC(OCC1=CC=CC=C1)=O)C ((E)-benzyl (3-(4,4,5,5-tetramethyl-1,3,2-dioxaborolan-2-yl)allyl)carbamate). RXN SMILES: [CH2:1]([O:8][C:9]([NH:11][CH2:12]/[CH:13]=[CH:14]/[B:15]([OH:17])[OH:16])=[O:10])[C:2]1[CH:7]=[CH:6][CH:5]=[CH:4][CH:3]=1.O[C:19]([C:22](O)([CH3:24])[CH3:23])([CH3:21])[CH3:20].S([O-])([O-])(=O)=O.[Mg+2]>CCOCC>[CH3:20][C:19]1([CH3:21])[C:22]([CH3:24])([CH3:23])[O:16][B:15](/[CH:14]=[CH:13]/[CH2:12][NH:11][C:9](=[O:10])[O:8][CH2:1][C:2]2[CH:3]=[CH:4][CH:5]=[CH:6][CH:7]=2)[O:17]1 |f:2.3|. The reactants are C=O, CON(C)C(=O)c1n[nH]c2ccc(I)cc12, CN(C)C=O, Cl[Pd]Cl, c1ccc(P(c2ccccc2)c2ccccc2)cc1, c1ccc(P(c2ccccc2)c2ccccc2)cc1. The product is CON(C)C(=O)c1n[nH]c2ccc(C=O)cc12. As a reaction SMILES: [C:17]=[O:18].[I:1][c:2]1[cH:3][c:4]2[c:5]([C:11](=[O:12])[N:13]([CH3:14])[O:15][CH3:16])[n:6][nH:7][c:8]2[cH:9][cH:10]1.[O:19]=[CH:20][N:21]([CH3:22])[CH3:23].[Pd:24]([Cl:25])[Cl:26].[c:27]1([P:28]([c:29]2[cH:30][cH:31][cH:32][cH:33][cH:34]2)[c:35]2[cH:36][cH:37][cH:38][cH:39][cH:40]2)[cH:41][cH:42][cH:43][cH:44][cH:45]1.[c:46]1([P:47]([c:48]2[cH:49][cH:50][cH:51][cH:52][cH:53]2)[c:54]2[cH:55][cH:56][cH:57][cH:58][cH:59]2)[cH:60][cH:61][cH:62][cH:63][cH:64]1>>[c:2]1([CH:20]=[O:19])[cH:3][c:4]2[c:5]([C:11](=[O:12])[N:13]([CH3:14])[O:15][CH3:16])[n:6][nH:7][c:8]2[cH:9][cH:10]1.